From a dataset of the Open Reaction Database (ORD), a public repository of structured organic reaction records. describe an organic reaction: reactants, conditions, products, and yield The reactants are O=C1CCC(=O)O1, Cl, CC1CC2C3CC(F)C4=CC(=O)C=CC4(C)C3C(O)CC2(C)C1C(=O)CO, O, c1ccncc1. Product: CC1CC2C3CC(F)C4=CC(=O)C=CC4(C)C3C(O)CC2(C)C1C(=O)COC(=O)CCC(=O)O. RXN SMILES: [C:34]1(=[O:40])[CH2:35][CH2:36][C:37](=[O:38])[O:39]1.[ClH:41].[F:1][CH:2]1[CH2:3][CH:4]2[CH:5]3[CH2:6][CH:7]([CH3:27])[CH:8]([C:9]([CH2:10][OH:11])=[O:12])[C:13]3([CH3:26])[CH2:14][CH:15]([OH:25])[CH:16]2[C:17]2([CH3:24])[CH:18]=[CH:19][C:20](=[O:23])[CH:21]=[C:22]12.[OH2:42].[cH:28]1[cH:29][cH:30][n:31][cH:32][cH:33]1>>[F:1][CH:2]1[CH2:3][CH:4]2[CH:5]3[CH2:6][CH:7]([CH3:27])[CH:8]([C:9]([CH2:10][O:11][C:34]([CH2:35][CH2:36][C:37](=[O:38])[OH:39])=[O:40])=[O:12])[C:13]3([CH3:26])[CH2:14][CH:15]([OH:25])[CH:16]2[C:17]2([CH3:24])[CH:18]=[CH:19][C:20](=[O:23])[CH:21]=[C:22]12. The reactants are BrC=1C=C(C=CC1)C=1N=C2N(C(=C(C(=C2C)C)C(C(=O)OC)=O)Cl)C1 (methyl 2-(2-(3-bromophenyl)-5-chloro-7,8-dimethylimidazo[1,2-a]pyridin-6-yl)-2-oxoacetate), C(C=C)OC1(CCN(CC1)C1=C(C(=CC=2N1C=C(N2)C2=CC(=CC=C2)Br)C)C(C(=O)OC)=O)C (methyl 2-(5-(4-(allyloxy)-4-methylpiperidin-1-yl)-2-(3-bromophenyl)-7-methylimidazo[1,2-a]pyridin-6-yl)-2-oxoacetate). Product: C(C=C)OC1(CCN(CC1)C1=C(C(=C(C=2N1C=C(N2)C2=CC(=CC=C2)Br)C)C)C(C(=O)OC)=O)C (Methyl 2-(5-(4-(allyloxy)-4-methylpiperidin-1-yl)-2-(3-bromophenyl)-7,8-dimethylimidazo[1,2-a]pyridin-6-yl)-2-oxoacetate). Isolated yield 60.0%. Reaction SMILES: [Br:1][C:2]1[CH:3]=[C:4]([C:8]2[N:9]=[C:10]3[C:15]([CH3:16])=[C:14]([CH3:17])[C:13]([C:18](=[O:23])[C:19]([O:21][CH3:22])=[O:20])=[C:12](Cl)[N:11]3[CH:25]=2)[CH:5]=[CH:6][CH:7]=1.[CH2:26]([O:29][C:30]1([CH3:59])[CH2:35][CH2:34][N:33](C2N3C=C(C4C=CC=C(Br)C=4)N=C3C=C(C)C=2C(=O)C(OC)=O)[CH2:32][CH2:31]1)[CH:27]=[CH2:28]>>[CH2:26]([O:29][C:30]1([CH3:59])[CH2:31][CH2:32][N:33]([C:12]2[N:11]3[CH:25]=[C:8]([C:4]4[CH:5]=[CH:6][CH:7]=[C:2]([Br:1])[CH:3]=4)[N:9]=[C:10]3[C:15]([CH3:16])=[C:14]([CH3:17])[C:13]=2[C:18](=[O:23])[C:19]([O:21][CH3:22])=[O:20])[CH2:34][CH2:35]1)[CH:27]=[CH2:28]. Procedure: Prepared from methyl 2-(2-(3-bromophenyl)-5-chloro-7,8-dimethylimidazo[1,2-a]pyridin-6-yl)-2-oxoacetate in 60% yield following the same procedure as methyl 2-(5-(4-(allyloxy)-4-methylpiperidin-1-yl)-2-(3-bromophenyl)-7-methylimidazo[1,2-a]pyridin-6-yl)-2-oxoacetate. LCMS (ESI, M+1): 540.20. Reactants: CC(=O)O[BH-](OC(C)=O)OC(C)=O, CC(=O)O, CCCCC1NC(=O)OC12CCN(C(=O)OCc1ccccc1)CC2, Cc1cccc(C)c1C(=O)N1CCC(=O)CC1, ClCCl, N, [Na+]. Yields the product CCCCC1NC(=O)OC12CCN(C1CCN(C(=O)c3c(C)cccc3C)CC1)CC2. As a reaction SMILES: [C:43]([O:44][BH-:45]([O:46][C:47](=[O:48])[CH3:49])[O:50][C:51](=[O:52])[CH3:53])(=[O:54])[CH3:55].[C:57]([OH:58])(=[O:59])[CH3:60].[CH2:1]([O:2][C:9](=[O:3])[N:11]1[CH2:12][CH2:13][C:14]2([CH:15]([CH2:20][CH2:21][CH2:22][CH3:23])[NH:16][C:17](=[O:19])[O:18]2)[CH2:24][CH2:25]1)[c:4]1[cH:5][cH:6][cH:7][cH:8][cH:10]1.[CH3:26][c:27]1[c:28]([C:29](=[O:30])[N:31]2[CH2:32][CH2:33][C:34](=[O:37])[CH2:35][CH2:36]2)[c:38]([CH3:42])[cH:39][cH:40][cH:41]1.[Cl:62][CH2:63][Cl:64].[NH3:61].[Na+:56]>>[CH:9]1([N:11]2[CH2:12][CH2:13][C:14]3([CH:15]([CH2:20][CH2:21][CH2:22][CH3:23])[NH:16][C:17](=[O:19])[O:18]3)[CH2:24][CH2:25]2)[CH2:33][CH2:32][N:31]([C:29]([c:28]2[c:27]([CH3:26])[cH:41][cH:40][cH:39][c:38]2[CH3:42])=[O:30])[CH2:36][CH2:35]1. The reactants are C(C)O (Ethanol), C([C@H](O)[C@@H](O)[C@H](O)CO)O (xylitol), C([C@H](O)[C@@H](O)[C@H](O)CO)O (xylitol), C(C)O (Ethanol), C(C)O (Ethanol), C([C@H](O)[C@@H](O)[C@H](O)CO)O (Xylitol). Product: O=C[C@H](O)[C@@H](O)[C@H](O)CO (xylose). As a reaction SMILES: C(O)C.[CH2:4]([OH:13])[C@@H:5]([C@H:7]([C@@H:9]([CH2:11][OH:12])[OH:10])[OH:8])[OH:6]>>[O:12]=[CH:11][C@@H:9]([C@H:7]([C@@H:5]([CH2:4][OH:13])[OH:6])[OH:8])[OH:10]. Procedure details: Xylose fermentation by the constructed strains was compared in batch cultures with limited aeration. A mineral medium containing xylose (12%) and initial biomass concentration 2 g (dry weight)×L−1 were used. Results of ethanol and xylitol production by the constructed strains are shown in Table 2. Ethanol productivity of the XRm strain was 9.8 mg×(L×h)−1, which is 1.5- and 1.3-fold higher than the productivity of the XRn and the wild-type strain CBS4732, respectively. Xylitol production of these... Starting materials: CC#N, O=C1CCC(=O)N1Cl, Nc1ccc(OC(F)(F)F)cc1. Yields the product Nc1ccc(OC(F)(F)F)cc1Cl. As a reaction SMILES: [CH3:21][C:22]#[N:23].[Cl:13][N:14]1[C:15](=[O:16])[CH2:17][CH2:18][C:19]1=[O:20].[F:1][C:2]([O:3][c:4]1[cH:5][cH:6][c:7]([NH2:8])[cH:9][cH:10]1)([F:11])[F:12]>>[F:1][C:2]([O:3][c:4]1[cH:5][cH:6][c:7]([NH2:8])[c:9]([Cl:13])[cH:10]1)([F:11])[F:12]. Reaction SMILES: Cl[C:2]1[CH:19]=[CH:18][C:17]([N+:20]([O-])=O)=[CH:16][C:3]=1[C:4]([C:6]1[CH:11]=[CH:10][C:9](Cl)=[C:8]([N+:13]([O-])=O)[CH:7]=1)=[O:5].[H][H].O.N>[Pd].O1CCOCC1>[NH2:13][C:8]1[CH:7]=[C:6]([CH:11]=[CH:10][CH:9]=1)[C:4]([C:3]1[CH:2]=[CH:19][CH:18]=[C:17]([NH2:20])[CH:16]=1)=[O:5] |f:2.3|. Starting materials: [H][H] (hydrogen), O.N (ammonia water), [H][H] (hydrogen), ClC1=C(C(=O)C2=CC(=C(C=C2)Cl)[N+](=O)[O-])C=C(C=C1)[N+](=O)[O-] (2,4'-dichloro-5,3'-dinitro benzophenone), [H][H] (hydrogen), [H][H] (hydrogen). The solvent is O1CCOCC1 (dioxane). Conditions: temperature 30 celsius. Reagents/catalysts: [Pd] (palladium). Procedure details: In a closed glass vessel with a thermometer and a stirrer, there are charged 102.3 g (0.3 moles) of 2,4'-dichloro-5,3'-dinitro benzophenone, 5 g of 5% palladium/active carbon catalyst (from Nihon-Engelhardt Co.) and 300 ml of dioxane. At 70°-80° C., hydrogen is introduced into the vessel while the mixture being stirred, so that 42 l (1.88 moles) of hydrogen is absorbed in the mixture during ten hours. After being cooled to 30° C., the mixture is added with 55 g (0.9 moles) of 28% ammonia water a... The product is NC=1C=C(C(=O)C2=CC(=CC=C2)N)C=CC1 (3,3'-diamino benzophenone). Reactants: CN(C)N, Cc1ccccc1, COC(=O)C(C)N(C(=O)CCl)c1c(C)cccc1C, [Na+], [OH-]. Product: COC(=O)C(C)N(C(=O)CNN(C)C)c1c(C)cccc1C. RXN SMILES: [CH3:1][N:2]([NH2:3])[CH3:4].[CH3:26][c:27]1[cH:28][cH:29][cH:30][cH:31][cH:32]1.[CH3:5][O:6][C:7](=[O:8])[CH:9]([CH3:10])[N:11]([c:12]1[c:13]([CH3:19])[cH:14][cH:15][cH:16][c:17]1[CH3:18])[C:20]([CH2:21][Cl:22])=[O:23].[Na+:25].[OH-:24]>>[CH3:1][N:2]([NH:3][CH2:21][C:20]([N:11]([CH:9]([C:7]([O:6][CH3:5])=[O:8])[CH3:10])[c:12]1[c:13]([CH3:19])[cH:14][cH:15][cH:16][c:17]1[CH3:18])=[O:23])[CH3:4]. Starting materials: C1COCCN1, COCCOC, NS(N)(=O)=O. Product: NS(=O)(=O)N1CCOCC1. Reaction SMILES: [CH2:1]1[CH2:2][O:3][CH2:4][CH2:5][NH:6]1.[CH3:12][O:13][CH2:14][CH2:15][O:16][CH3:17].[NH2:7][S:8]([NH2:9])(=[O:10])=[O:11]>>[CH2:1]1[CH2:2][O:3][CH2:4][CH2:5][N:6]1[S:8]([NH2:7])(=[O:10])=[O:11].